The task is: describe an organic reaction: reactants, conditions, products, and yield. This data is from the Open Reaction Database (ORD), a public repository of structured organic reaction records. Reactants: FC1=C(C(=CC=C1)F)[N+](=O)[O-] (2,6-difluoronitrobenzene), ClC1=C(C=CC(=C1)C(F)(F)F)O (2-chloro-4-trifluoromethylphenol). The product is ClC1=C(OC2=C(C(=CC=C2)F)[N+](=O)[O-])C=CC(=C1)C(F)(F)F (2-(2-chloro-4-trifluoromethylphenoxy)-6-fluoronitrobenzene). Reaction SMILES: F[C:2]1[CH:7]=[CH:6][CH:5]=[C:4]([F:8])[C:3]=1[N+:9]([O-:11])=[O:10].[Cl:12][C:13]1[CH:18]=[C:17]([C:19]([F:22])([F:21])[F:20])[CH:16]=[CH:15][C:14]=1[OH:23]>>[Cl:12][C:13]1[CH:18]=[C:17]([C:19]([F:20])([F:21])[F:22])[CH:16]=[CH:15][C:14]=1[O:23][C:2]1[CH:7]=[CH:6][CH:5]=[C:4]([F:8])[C:3]=1[N+:9]([O-:11])=[O:10]. Procedure details: This material was prepared in 47% yeild from 2,6-difluoronitrobenzene and 2-chloro-4-trifluoromethylphenol following the general procedure outlined in Example 104. The product was isolated as an oil which was characterized by IR and 1H NMR spectroscopy. Starting materials: O=C([O-])C=CC(=O)[O-], CCOCC, CC(C)=O, CN(C)C=O, ClCc1c[nH]cn1, N#CC(c1ccccc1)c1ccc(Cl)cc1, Cl, [H-], [Na+]. The product is N#CC(Cc1c[nH]cn1)(c1ccccc1)c1ccc(Cl)cc1. RXN SMILES: [C:27]([O-:28])(=[O:29])[CH:30]=[CH:31][C:32]([O-:33])=[O:34].[CH2:35]([O:36][CH2:37][CH3:38])[CH3:39].[CH3:40][C:41]([CH3:42])=[O:43].[CH3:44][N:45]([CH3:46])[CH:47]=[O:48].[Cl:20][CH2:21][c:22]1[n:23][cH:24][nH:25][cH:26]1.[Cl:3][c:4]1[cH:5][cH:6][c:7]([CH:10]([C:11]#[N:12])[c:13]2[cH:14][cH:15][cH:16][cH:17][cH:18]2)[cH:8][cH:9]1.[ClH:19].[H-:1].[Na+:2]>>[Cl:3][c:4]1[cH:5][cH:6][c:7]([C:10]([C:11]#[N:12])([c:13]2[cH:14][cH:15][cH:16][cH:17][cH:18]2)[CH2:21][c:22]2[n:23][cH:24][nH:25][cH:26]2)[cH:8][cH:9]1.